The task is: describe an organic reaction: reactants, conditions, products, and yield. This data is from the Open Reaction Database (ORD), a public repository of structured organic reaction records. The reactants are C(C1=CC=CC=C1)S (benzylmercaptan), [H-].[Na+] (NaH), BrCCCCOC(C)=O (acetic acid 4-bromobutyl ester). Run in CN(C)C=O (DMF). Reaction conditions: time 30 minute. Yields the product C(C1=CC=CC=C1)SCCCCOC(C)=O (Acetic acid 4-benzylsulfanylbutyl Ester). As a reaction SMILES: [H-].[Na+].[CH2:3]([SH:10])[C:4]1[CH:9]=[CH:8][CH:7]=[CH:6][CH:5]=1.Br[CH2:12][CH2:13][CH2:14][CH2:15][O:16][C:17](=[O:19])[CH3:18]>CN(C=O)C>[CH2:3]([S:10][CH2:12][CH2:13][CH2:14][CH2:15][O:16][C:17](=[O:19])[CH3:18])[C:4]1[CH:9]=[CH:8][CH:7]=[CH:6][CH:5]=1 |f:0.1|. Reported procedure: To a suspension of NaH (0.45 g, 60% in mineral oil, 11.1 mmol) in DMF (5 mL) is added benzylmercaptan (1.43 mL, 11.03 mmol) and the resulting yellow solution is stirred at RT for 30 min. The mixture is cooled to 0° C. then acetic acid 4-bromobutyl ester (2.2 g, 11.2 mmol) is added dropwise (exothermic). The mixture is allowed to warm to RT and is quenched with 1N HCl (35 mL). The mixture is extracted with MTBE and the organic phase is dried over magnesium sulfate. The solvent is removed under re... The product is CCOC(=O)C1C2Cc3cc(O)ccc3C21. The reactants are CCOC(=O)C1C2Cc3cc(OC(=O)c4ccccc4)ccc3C21, CC[O-], CCO, [Na+]. Reaction SMILES: [C:1](=[O:2])([c:3]1[cH:4][cH:5][cH:6][cH:7][cH:8]1)[O:9][c:10]1[cH:11][c:12]2[c:16]([cH:17][cH:18]1)[CH:15]1[CH:14]([CH2:13]2)[CH:19]1[C:20](=[O:21])[O:22][CH2:23][CH3:24].[CH3:25][CH2:26][O-:27].[CH3:29][CH2:30][OH:31].[Na+:28]>>[OH:9][c:10]1[cH:11][c:12]2[c:16]([cH:17][cH:18]1)[CH:15]1[CH:14]([CH2:13]2)[CH:19]1[C:20](=[O:21])[O:22][CH2:23][CH3:24]. Procedure: To a solution of 1.0 g 1,4-benzodioxan-5-sulfonamide, prepared in Example 15, in 50 ml methylene chloride at ambient temperature under nitrogen was added 2.5 ml trimethylaluminum (2M in toluene). After stirring 15 minutes at ambient temperature, 1.0 g of methyl[4-methoxy-6-methylpyrimidin-2-yl]carbamate, prepared according to the procedure of Example 3, was added and the reaction mixture was heated at reflux for 72 hours. The reaction mixture was cooled to ambient temperature and 75 ml water, 10... Product: COC1=NC(=NC(=C1)C)NC(=O)NS(=O)(=O)C1=CC=CC=2OCCOC21 (N-[(4-Methoxy-6-methylpyrimidin-2-yl)aminocarbonyl]-1,4-benzodioxan-5-sulfonamide). Solvent: C(C)(=O)O (acetic acid), C(Cl)Cl (methylene chloride). Starting materials: O (water), O1CCOC2=C1C=CC=C2S(=O)(=O)N (1,4-benzodioxan-5-sulfonamide), COC(NC1=NC(=CC(=N1)OC)C)=O (methyl[4-methoxy-6-methylpyrimidin-2-yl]carbamate), C[Al](C)C (trimethylaluminum). As a reaction SMILES: [O:1]1[C:6]2[CH:7]=[CH:8][CH:9]=[C:10]([S:11]([NH2:14])(=[O:13])=[O:12])[C:5]=2[O:4][CH2:3][CH2:2]1.C[Al](C)C.C[O:20][C:21](=O)[NH:22][C:23]1[N:28]=[C:27]([O:29][CH3:30])[CH:26]=[C:25]([CH3:31])[N:24]=1.O>C(Cl)Cl.Cl.C(O)(=O)C>[CH3:30][O:29][C:27]1[CH:26]=[C:25]([CH3:31])[N:24]=[C:23]([NH:22][C:21]([NH:14][S:11]([C:10]2[C:5]3[O:4][CH2:3][CH2:2][O:1][C:6]=3[CH:7]=[CH:8][CH:9]=2)(=[O:12])=[O:13])=[O:20])[N:28]=1. Reagents/catalysts: Cl (hydrochloric acid). Reaction conditions: time 15 minute. The reactants are CC(C)=O, CC(CCC(=O)NC(C)(C)CO)C1CCC2C3C(=O)CC4CC(OC=O)CCC4(C)C3CCC12C, [Na+], [OH-], O. Product: CC(CCC(=O)NC(C)(C)CO)C1CCC2C3C(=O)CC4CC(O)CCC4(C)C3CCC12C. Reaction SMILES: [CH3:36][C:37](=[O:38])[CH3:39].[CH:1](=[O:2])[O:3][CH:4]1[CH2:5][CH:6]2[CH2:7][C:8](=[O:35])[CH:9]3[CH:10]4[CH2:11][CH2:12][CH:13]([CH:14]([CH2:15][CH2:16][C:17](=[O:18])[NH:19][C:20]([CH2:21][OH:22])([CH3:23])[CH3:24])[CH3:25])[C:26]4([CH3:34])[CH2:27][CH2:28][CH:29]3[C:30]2([CH3:33])[CH2:31][CH2:32]1.[Na+:41].[OH-:40].[OH2:42]>>[OH:3][CH:4]1[CH2:5][CH:6]2[CH2:7][C:8](=[O:35])[CH:9]3[CH:10]4[CH2:11][CH2:12][CH:13]([CH:14]([CH2:15][CH2:16][C:17](=[O:18])[NH:19][C:20]([CH2:21][OH:22])([CH3:23])[CH3:24])[CH3:25])[C:26]4([CH3:34])[CH2:27][CH2:28][CH:29]3[C:30]2([CH3:33])[CH2:31][CH2:32]1. Reactants: C1=NN=C2N1C1=C(NC(C2)=O)C=CC=C1 (5,6-dihydro-4H-[1,2,4]-triazolo-[4,3-a][1,5]benzodiazepin-5-one), CO (methanol). The solvent is O1CCCC1 (tetrahydrofuran), O1CCCC1 (tetrahydrofuran). Yields the product C1=NN=C2N1C1=C(NCC2)C=CC=C1 (5,6-Dihydro-4H-[1,2,4]triazolo[4,3-a][1,5]benzodiazepine). As a reaction SMILES: [CH:1]1[N:5]2[C:6]3[CH:15]=[CH:14][CH:13]=[CH:12][C:7]=3[NH:8][C:9](=O)[CH2:10][C:4]2=[N:3][N:2]=1.CO>O1CCCC1>[CH:1]1[N:5]2[C:6]3[CH:15]=[CH:14][CH:13]=[CH:12][C:7]=3[NH:8][CH2:9][CH2:10][C:4]2=[N:3][N:2]=1. Reported procedure: A mixture of 7.0 g of 5,6-dihydro-4H-[1,2,4]-triazolo-[4,3-a][1,5]benzodiazepin-5-one in 25 ml of tetrahydrofuran is added 9 ml of 10M boranedimethylsulfide in tetrahydrofuran. The mixture is refluxed for 6 hours, cooled to room temperature and 25 ml of methanol added dropwise. The volatiles are removed under vacuum and to the residue is added 100 ml of 2N sodium hydroxide. The mixture is refluxed for 5 hours, chilled and extracted with dichloromethane. The extract is washed with 2N citric acid,... Reactants: C(C)(=O)OC(C)C1=C(C(=NC=N1)Cl)I (6-(1-acetoxyethyl)-4-chloro-5-iodopyrimidine), [OH-].[Na+] (sodium hydroxide). Run in C(C)O (ethanol). Yields the product ClC1=NC=NC(=C1I)C(C)O (4-chloro-6-(1-hydroxyethyl)-5-iodopyrimidine). Reaction SMILES: C([O:4][CH:5]([C:7]1[N:12]=[CH:11][N:10]=[C:9]([Cl:13])[C:8]=1[I:14])[CH3:6])(=O)C.[OH-].[Na+]>C(O)C>[Cl:13][C:9]1[C:8]([I:14])=[C:7]([CH:5]([OH:4])[CH3:6])[N:12]=[CH:11][N:10]=1 |f:1.2|. Procedure: In ethanol (20 ml) was dissolved 6-(1-acetoxyethyl)-4-chloro-5-iodopyrimidine (1.0 g), and 1N sodium hydroxide aqueous solution (20 ml) was added dropwise to the solution while stirring. After the dropping addition, the mixture was stirred for additional one hour at room temperature to complete the reaction. Then, the solvent was distilled off under reduced pressure, and the desired compound was extracted with ethyl acetate. The extract was washed with water and dried over anhydrous sodium sulfa... Starting materials: C(C)OP(OCC)(=S)CCOC(C)=O (2-acetoxyethane-thiophosphonic acid-O,O-diethyl ester), Cl (HCl). Solvent: CO (methanol). Product: C(C)OP(OCC)(=S)CCO (2-hydroxyethanethiophosphonic acid-O,O-diethyl ester). Yield: 95.2%. RXN SMILES: [CH2:1]([O:3][P:4]([CH2:9][CH2:10][O:11]C(=O)C)(=[S:8])[O:5][CH2:6][CH3:7])[CH3:2].Cl>CO>[CH2:1]([O:3][P:4]([CH2:9][CH2:10][OH:11])(=[S:8])[O:5][CH2:6][CH3:7])[CH3:2]. Reported procedure: 149 g of 2-acetoxyethane-thiophosphonic acid-O,O-diethyl ester (preparation according to German Offenlegungsschrift No. 2.127.821) are heated to 65°-70°C in 100 ml of methanol containing 3 wt.% of HCl, while removing simultaneously by distillation a mixture of methyl acetate/methanol. The reaction is terminated after approx. 5 hours. The residue is submitted to distillation under reduced pressure; 117 g of 2-hydroxyethanethiophosphonic acid-O,O-diethyl ester (b.p. 84°-88°C/0.1 torr) are obtained...